Dataset: the Open Reaction Database (ORD), a public repository of structured organic reaction records. Task: describe an organic reaction: reactants, conditions, products, and yield Starting materials: CC(=O)OC1CCC2(CO)C(=CCC3C4CCC(=O)C4(C)CCC32)C1, CO, [Na+], [Na+], O=C([O-])[O-]. Product: CC12CCC3C(CC=C4CC(O)CCC43CO)C1CCC2=O. RXN SMILES: [C:1](=[O:2])([CH3:3])[O:4][CH:5]1[CH2:6][C:7]2=[CH:8][CH2:9][CH:10]3[CH:11]4[CH2:12][CH2:13][C:14](=[O:25])[C:15]4([CH3:16])[CH2:17][CH2:18][CH:19]3[C:20]2([CH2:23][OH:24])[CH2:21][CH2:22]1.[CH3:32][OH:33].[Na+:26].[Na+:27].[O-:28][C:29](=[O:30])[O-:31]>>[OH:4][CH:5]1[CH2:6][C:7]2=[CH:8][CH2:9][CH:10]3[CH:11]4[CH2:12][CH2:13][C:14](=[O:25])[C:15]4([CH3:16])[CH2:17][CH2:18][CH:19]3[C:20]2([CH2:23][OH:24])[CH2:21][CH2:22]1. Starting materials: O=S(=O)(O)Cl, ClCCl, Cl, c1ccc(OCCN2CCOCC2)cc1, c1ccc(OCCN2CCOCC2)cc1. Yields the product O=S(=O)(Cl)c1ccc(OCCN2CCOCC2)cc1. RXN SMILES: [Cl:32][S:33](=[O:34])(=[O:35])[OH:36].[Cl:37][CH2:38][Cl:39].[ClH:31].[O:16]([CH2:17][CH2:18][N:19]1[CH2:20][CH2:21][O:22][CH2:23][CH2:24]1)[c:25]1[cH:26][cH:27][cH:28][cH:29][cH:30]1.[O:1]([c:2]1[cH:3][cH:4][cH:5][cH:6][cH:7]1)[CH2:8][CH2:9][N:10]1[CH2:11][CH2:12][O:13][CH2:14][CH2:15]1>>[O:1]([c:2]1[cH:3][cH:4][c:5]([S:33]([Cl:32])(=[O:34])=[O:35])[cH:6][cH:7]1)[CH2:8][CH2:9][N:10]1[CH2:11][CH2:12][O:13][CH2:14][CH2:15]1. The reactants are CCn1cc(C(=O)O)c(=O)c2cc(F)c(N3CCC(NC(C)=O)C3)nc21, Cl, [Na+], [OH-]. Product: CCn1cc(C(=O)O)c(=O)c2cc(F)c(N3CCC(N)C3)nc21. As a reaction SMILES: [C:1](=[O:2])([CH3:3])[NH:4][CH:5]1[CH2:6][N:7]([c:10]2[c:11]([F:26])[cH:12][c:13]3[c:14](=[O:25])[c:15]([C:22](=[O:23])[OH:24])[cH:16][n:17]([CH2:20][CH3:21])[c:18]3[n:19]2)[CH2:8][CH2:9]1.[ClH:27].[Na+:29].[OH-:28]>>[NH2:4][CH:5]1[CH2:6][N:7]([c:10]2[c:11]([F:26])[cH:12][c:13]3[c:14](=[O:25])[c:15]([C:22](=[O:23])[OH:24])[cH:16][n:17]([CH2:20][CH3:21])[c:18]3[n:19]2)[CH2:8][CH2:9]1. As a reaction SMILES: [CH2:1]([CH2:2][CH2:3][CH3:4])[c:5]1[cH:6][cH:7][c:8]([C:11]#[C:12][c:13]2[cH:14][cH:15][c:16]([CH2:17][N:18]([C:19](=[O:20])[c:21]3[s:22][c:23]4[c:24]([cH:25]3)[cH:26][cH:27][cH:28][cH:29]4)[c:30]3[cH:31][c:32]4[c:33]([cH:41][cH:42]3)[O:34][C:35]([CH3:39])([CH3:40])[O:36][C:37]4=[O:38])[cH:43][cH:44]2)[cH:9][cH:10]1.[CH3:47][CH2:48][OH:49].[Na+:46].[OH-:45]>>[CH2:1]([CH2:2][CH2:3][CH3:4])[c:5]1[cH:6][cH:7][c:8]([C:11]#[C:12][c:13]2[cH:14][cH:15][c:16]([CH2:17][N:18]([C:19](=[O:20])[c:21]3[s:22][c:23]4[c:24]([cH:25]3)[cH:26][cH:27][cH:28][cH:29]4)[c:30]3[cH:31][c:32]([C:37](=[O:36])[OH:38])[c:33]([OH:34])[cH:41][cH:42]3)[cH:43][cH:44]2)[cH:9][cH:10]1. Yields the product CCCCc1ccc(C#Cc2ccc(CN(C(=O)c3cc4ccccc4s3)c3ccc(O)c(C(=O)O)c3)cc2)cc1. Starting materials: CCCCc1ccc(C#Cc2ccc(CN(C(=O)c3cc4ccccc4s3)c3ccc4c(c3)C(=O)OC(C)(C)O4)cc2)cc1, CCO, [Na+], [OH-]. The reactants are Cc1c[nH]c2cc(C(C)C)c(OCc3ccccc3)cc12, CCCC[N+](CCCC)(CCCC)Cc1ccccc1, CI, Cc1ccccc1, [Cl-], [K+], [OH-], O. Product: Cc1cn(C)c2cc(C(C)C)c(OCc3ccccc3)cc12. As a reaction SMILES: [CH2:1]([c:2]1[cH:3][cH:4][cH:5][cH:6][cH:7]1)[O:8][c:9]1[cH:10][c:11]2[c:12]([CH3:21])[cH:13][nH:14][c:15]2[cH:16][c:17]1[CH:18]([CH3:19])[CH3:20].[CH2:34]([N+:35]([CH2:36][CH2:37][CH2:38][CH3:39])([CH2:40][CH2:41][CH2:42][CH3:43])[CH2:44][CH2:45][CH2:46][CH3:47])[c:48]1[cH:49][cH:50][cH:51][cH:52][cH:53]1.[CH3:24][I:25].[CH3:26][c:27]1[cH:28][cH:29][cH:30][cH:31][cH:32]1.[Cl-:33].[K+:23].[OH-:22].[OH2:54]>>[CH2:1]([c:2]1[cH:3][cH:4][cH:5][cH:6][cH:7]1)[O:8][c:9]1[cH:10][c:11]2[c:12]([CH3:21])[cH:13][n:14]([CH3:26])[c:15]2[cH:16][c:17]1[CH:18]([CH3:19])[CH3:20]. Starting materials: COC(=O)C=CCOc1ccc(C#N)cc1I, C1CCOC1, CCOCC. Yields the product COC(=O)CC1COc2ccc(C#N)cc21. As a reaction SMILES: [C:1](#[N:2])[c:3]1[cH:4][c:5]([I:17])[c:6]([O:7][CH2:8][CH:9]=[CH:10][C:11](=[O:12])[O:13][CH3:14])[cH:15][cH:16]1.[CH2:18]1[O:19][CH2:20][CH2:21][CH2:22]1.[CH3:23][CH2:24][O:25][CH2:26][CH3:27]>>[C:1](#[N:2])[c:3]1[cH:4][c:5]2[c:6]([cH:15][cH:16]1)[O:7][CH2:8][CH:9]2[CH2:10][C:11](=[O:12])[O:13][CH3:14].